Dataset: the Open Reaction Database (ORD), a public repository of structured organic reaction records. Task: describe an organic reaction: reactants, conditions, products, and yield Reactants: O=C(Cl)c1cc2ncnc(Cl)c2s1, ClCCl, NCCN1CCOCC1. Yields the product O=C(NCCN1CCOCC1)c1cc2ncnc(Cl)c2s1. RXN SMILES: [Cl:1][c:2]1[c:3]2[c:4]([n:5][cH:6][n:7]1)[cH:8][c:9]([C:11](=[O:12])[Cl:13])[s:10]2.[Cl:23][CH2:24][Cl:25].[NH2:14][CH2:15][CH2:16][N:17]1[CH2:18][CH2:19][O:20][CH2:21][CH2:22]1>>[Cl:1][c:2]1[c:3]2[c:4]([n:5][cH:6][n:7]1)[cH:8][c:9]([C:11](=[O:12])[NH:14][CH2:15][CH2:16][N:17]1[CH2:18][CH2:19][O:20][CH2:21][CH2:22]1)[s:10]2. Reactants: ClC1=CC=C(C=C1)SC1=NC=NC(=C1F)CC (4-(4-chloro-phenylsulfanyl)-6-ethyl-5-fluoropyrimidine), BrN1C(CCC1=O)=O (N-bromosuccinimide), N(=NC(C#N)(C)C)C(C#N)(C)C (azobisisobutyronitrile). The solvent is ClC(C)Cl (dichloroethane). Yields the product BrC(C)C1=NC=NC(=C1F)SC1=CC=C(C=C1)Cl (4-(1-bromo-ethyl)-6-(4-chloro-phenylsulfanyl)-5-fluoropyrimidine). Isolated yield 88.9%. Reaction SMILES: [Cl:1][C:2]1[CH:7]=[CH:6][C:5]([S:8][C:9]2[C:14]([F:15])=[C:13]([CH2:16][CH3:17])[N:12]=[CH:11][N:10]=2)=[CH:4][CH:3]=1.[Br:18]N1C(=O)CCC1=O.N(C(C)(C)C#N)=NC(C)(C)C#N>ClC(Cl)C>[Br:18][CH:16]([C:13]1[C:14]([F:15])=[C:9]([S:8][C:5]2[CH:4]=[CH:3][C:2]([Cl:1])=[CH:7][CH:6]=2)[N:10]=[CH:11][N:12]=1)[CH3:17]. Reported procedure: 131 g of 4-(4-chloro-phenylsulfanyl)-6-ethyl-5-fluoropyrimidine, 103.8 g of N-bromosuccinimide and 7.98 g of azobisisobutyronitrile were dissolved in 850 ml of dichloroethane. The resulting mixture was refluxed for 2 hours, cooled to room temperature, and washed successively with 800 ml of water, 50 g of sodium metabisulfite in 950 ml of water and 500 ml of brine. The resulting solution was concentrated under a reduced pressure and crystallized at 5° C. in 391 ml of isopropanol to obtain the whi... Reactants: C(C)(=O)O[C@H]1[C@@H]([C@@H](O[C@@H]1COC(C1=CC=CC=C1)=O)N1C(=O)N=C(N)C(=C1)Br)F (1-(3-O-Acetyl-5-O-benzoyl-2-deoxy-2-fluoro-β-D-arabinofuranosyl)-5-bromocytosine). The solvent is N (ammonia). Run at time 24 hour. Yields the product F[C@@H]1[C@@H](O[C@@H]([C@H]1O)CO)N1C(=O)N=C(N)C(=C1)Br (1-(2-deoxy-2-fluoro-β-D-arabinofuranosyl)-5-bromocytosine). Isolated yield 81.3%. As a reaction SMILES: C([O:4][C@@H:5]1[C@@H:9]([CH2:10][O:11]C(=O)C2C=CC=CC=2)[O:8][C@@H:7]([N:20]2[CH:27]=[C:26]([Br:28])[C:24]([NH2:25])=[N:23][C:21]2=[O:22])[C@H:6]1[F:29])(=O)C>N>[F:29][C@H:6]1[C@H:5]([OH:4])[C@@H:9]([CH2:10][OH:11])[O:8][C@H:7]1[N:20]1[CH:27]=[C:26]([Br:28])[C:24]([NH2:25])=[N:23][C:21]1=[O:22]. Procedure: 1-(3-O-Acetyl-5-O-benzoyl-2-deoxy-2-fluoro-β-D-arabinofuranosyl)-5-bromocytosine (1.0 g) is dissolved in saturated methanolic ammonia (100 ml) and the solution is left standing for 24 hours at room temperature. The solvent is removed in vacuo and the residue was crystallized from ethanol to give 560 mg of 1-(2-deoxy-2-fluoro-β-D-arabinofuranosyl)-5-bromocytosine, m.p. 201°-202°. Starting materials: CS (methyl mercaptan), ClC=1C=CC(=C(C(=O)O)C1)[N+](=O)[O-] (5-chloro-2-nitrobenzoic acid), C(C)(=O)OCC (ethyl acetate), CN(C=O)C (dimethylformamide), [H-].[Na+] (sodium hydride). Reaction conditions: time 2 hour. The product is [N+](=O)([O-])C1=C(C(=S)O)C=C(C=C1)C (2-nitro-5-methylthiobenzoic acid). Reaction SMILES: [CH3:1][SH:2].CN(C)C=[O:6].[H-].[Na+].ClC1[CH:12]=[CH:13][C:14]([N+:20]([O-:22])=[O:21])=[C:15](C=1)[C:16](O)=O.C(O[CH2:27][CH3:28])(=O)C>>[N+:20]([C:14]1[CH:15]=[CH:16][C:27]([CH3:28])=[CH:12][C:13]=1[C:1]([OH:6])=[S:2])([O-:22])=[O:21] |f:2.3|. Reported procedure: To a solution of 50 ml. of methyl mercaptan in 200 ml. of dimethylformamide was added 48 g. of sodium hydride portionwise at -40°. On completion of the ensuing reaction, 100.0 g. of 5-chloro-2-nitrobenzoic acid was added. The reaction temperature was allowed to come up to -10°, was lowered back to -40°, and the excess reagent was quenched with 1 N hydrochloric acid. After 2 hours stirring at room temperature, the product was collected, 102.3 g. (97%), mp 165°-169°. Recrystallization from methano... The reactants are C(C)(=O)OC=1C(=NC=CC1)C#C[Si](C)(C)C (2-((trimethylsilyl)ethynyl)pyridin-3-yl acetate), O (water), O (Water), CCCC[N+](CCCC)(CCCC)CCCC.[F-] (TBAF). Run in C1CCOC1 (THF). Conditions: temperature 0 celsius, time 1 hour. Product: C(C)(=O)OC=1C(=NC=CC1)C#C (2-ethynylpyridin-3-yl acetate). Yield: 82.9%. As a reaction SMILES: [C:1]([O:4][C:5]1[C:6]([C:11]#[C:12][Si](C)(C)C)=[N:7][CH:8]=[CH:9][CH:10]=1)(=[O:3])[CH3:2].O.CCCC[N+](CCCC)(CCCC)CCCC.[F-]>C1COCC1>[C:1]([O:4][C:5]1[C:6]([C:11]#[CH:12])=[N:7][CH:8]=[CH:9][CH:10]=1)(=[O:3])[CH3:2] |f:2.3|. Reported procedure: To a solution of 2-((trimethylsilyl)ethynyl)pyridin-3-yl acetate (9.5 g, 41 mmol) in THF (200 mL) was added water (25 ml). The reaction was cooled to 0° C. and TBAF (1M, 45 ml, 45 mmol) was added. The mixture warmed to ambient temperature and stirred for 1 hour. Water (100 mL) was added and the volume was reduced by half. The product was extracted into ether (3×100 mL), washed with brine and dried over MgSO4. The solution was concentrated in vacuo to afford 2-ethynylpyridin-3-yl acetate (5.5 g, ... Starting materials: BrCc1ccccc1, CCO, CC1(C)CC(O)CC(C)(C)N1. Yields the product CC1(C)CC(O)CC(C)(C)N1Cc1ccccc1. As a reaction SMILES: [Br:12][CH2:13][c:14]1[cH:15][cH:16][cH:17][cH:18][cH:19]1.[CH2:20]([OH:21])[CH3:22].[CH3:1][C:2]1([CH3:11])[NH:3][C:4]([CH3:9])([CH3:10])[CH2:5][CH:6]([OH:8])[CH2:7]1>>[CH3:1][C:2]1([CH3:11])[N:3]([CH2:13][c:14]2[cH:15][cH:16][cH:17][cH:18][cH:19]2)[C:4]([CH3:9])([CH3:10])[CH2:5][CH:6]([OH:8])[CH2:7]1.